This data is from the Open Reaction Database (ORD), a public repository of structured organic reaction records. The task is: describe an organic reaction: reactants, conditions, products, and yield The reactants are CC1(C)CCC(C)(C)c2cc3c(cc21)Nc1ccccc1N=C3c1ccc(C(=O)O)cc1, CC(=O)Cl, ClCCl, Cl, c1ccncc1. The product is CC(=O)N1c2ccccc2N=C(c2ccc(C(=O)O)cc2)c2cc3c(cc21)C(C)(C)CCC3(C)C. Reaction SMILES: [CH3:1][C:2]1([CH3:32])[c:3]2[cH:4][c:5]3[c:6]([cH:7][c:8]2[C:9]([CH3:12])([CH3:13])[CH2:10][CH2:11]1)[C:14]([c:23]1[cH:24][cH:25][c:26]([C:27](=[O:28])[OH:29])[cH:30][cH:31]1)=[N:15][c:16]1[c:17]([cH:19][cH:20][cH:21][cH:22]1)[NH:18]3.[CH3:39][C:40]([Cl:41])=[O:42].[Cl:44][CH2:45][Cl:46].[ClH:43].[cH:33]1[cH:34][cH:35][n:36][cH:37][cH:38]1>>[CH3:1][C:2]1([CH3:32])[c:3]2[cH:4][c:5]3[c:6]([cH:7][c:8]2[C:9]([CH3:12])([CH3:13])[CH2:10][CH2:11]1)[C:14]([c:23]1[cH:24][cH:25][c:26]([C:27](=[O:28])[OH:29])[cH:30][cH:31]1)=[N:15][c:16]1[c:17]([cH:19][cH:20][cH:21][cH:22]1)[N:18]3[C:40]([CH3:39])=[O:42]. Reactants: CC(=O)c1cc(Cl)sc1Cl, COCCl, [Cl-], [Cl-], [Cl-], [Cl-], ClCCl, O, [Ti+4]. The product is CC(=O)c1c(Cl)sc(Cl)c1CCl. Reaction SMILES: [C:4]([CH3:5])(=[O:6])[c:7]1[c:8]([Cl:13])[s:9][c:10]([Cl:12])[cH:11]1.[CH3:14][O:15][CH2:16][Cl:17].[Cl-:18].[Cl-:19].[Cl-:20].[Cl-:21].[Cl:1][CH2:2][Cl:3].[OH2:23].[Ti+4:22]>>[Cl:1][CH2:2][c:11]1[c:7]([C:4]([CH3:5])=[O:6])[c:8]([Cl:13])[s:9][c:10]1[Cl:12].